From a dataset of the Open Reaction Database (ORD), a public repository of structured organic reaction records. describe an organic reaction: reactants, conditions, products, and yield Starting materials: (S,S) dioxaborolane, C(Cl)Cl (DCM), C(Cl)Cl (DCM), C(C1=CC=CC=C1)OC[C@@H](C\C=C/C1CCN(CC1)C(=O)OC(C)(C)C)O (tert-butyl 4-[(1Z,4R)-5-(benzyloxy)-4-hydroxypent-1-en-1-yl]piperidine-1-carboxylate). Run at temperature 0 celsius, time 10 minute. Product: C(C1=CC=CC=C1)OC[C@@H](C[C@@H]1[C@@H](C1)C1CCN(CC1)C(=O)OC(C)(C)C)O (cis tert-butyl 4-{2-[(2R)-3-(benzyloxy)-2-hydroxypropyl]cyclopropyl}piperidine-1-carboxylate). RXN SMILES: [CH2:1]([O:8][CH2:9][C@H:10]([OH:27])[CH2:11]/[CH:12]=[CH:13]\[CH:14]1[CH2:19][CH2:18][N:17]([C:20]([O:22][C:23]([CH3:26])([CH3:25])[CH3:24])=[O:21])[CH2:16][CH2:15]1)[C:2]1[CH:7]=[CH:6][CH:5]=[CH:4][CH:3]=1.[CH2:28](Cl)Cl>>[CH2:1]([O:8][CH2:9][C@H:10]([OH:27])[CH2:11][C@H:12]1[CH2:28][C@H:13]1[CH:14]1[CH2:19][CH2:18][N:17]([C:20]([O:22][C:23]([CH3:24])([CH3:26])[CH3:25])=[O:21])[CH2:16][CH2:15]1)[C:2]1[CH:7]=[CH:6][CH:5]=[CH:4][CH:3]=1. Reported procedure: A solution of the commercially available (S,S) dioxaborolane ligand (7.37 g, 27.3 mmol) in DCM (20 mL) was added. The mixture was stirred for 10 minutes. The precipitate dissolves yielding a clear solution. A solution of the alkene from step B of this example (8.53 g, 22.7 mmol) in DCM (20 mL) was added. The solution was warmed to 0° C. and stirred for 24 hours. The solution remains clear after stirring for 24 hours. The reaction was quenched after 24 hr by addition of 50 ml of sat'd aq. NH4Cl. ... The reactants are S(O)(O)(=O)=O (sulfuric acid), C(C)OC(C(=O)NN)=O (hydrazino-oxo-acetic acid ethyl ester), Hydrazides, disubstituted glycolic acids, C(=S)=S (carbon disulfide), [OH-].[K+] (KOH). Solvent: C(C)O (ethanol). Conditions: temperature 55 celsius. Product: C(C)OC(=O)C=1SC(=NN1)S (5-mercapto-[1,3,4]-thiadiazole-2-carboxylic acid ethyl ester). RXN SMILES: [CH2:1]([O:3][C:4](=[O:9])[C:5]([NH:7][NH2:8])=O)[CH3:2].[C:10](=[S:12])=[S:11].[OH-].[K+].S(=O)(=O)(O)O>C(O)C>[CH2:1]([O:3][C:4]([C:5]1[S:11][C:10]([SH:12])=[N:8][N:7]=1)=[O:9])[CH3:2] |f:2.3|. Procedure details: Scheme 1 shows a synthetic method that may be used to prepare compounds of formula I-III. First, hydrazino-oxo-acetic acid ethyl ester 1 (prepared by the method of Berdinskii, I. S.; Maslivets, A. N. Hydrazides of disubstituted glycolic acids. Zh. Org. Khim. (1982), 18(9), 1839-43) is treated with carbon disulfide (excess) and KOH (1.0 equiv.) in ethanol at 0° C. to give 2. Treatment of 2 with cold (excess) sulfuric acid for 20 minutes followed by heating to 55° C. for 1 hour gives 5-mercapto-[1... The reactants are OCCO, Cc1ccc(S(=O)(=O)O)cc1, CC(=O)Cc1ccc(CC(C)=O)cc1, c1ccccc1. Yields the product CC(=O)Cc1ccc(CC2(C)OCCO2)cc1. Reaction SMILES: [CH2:15]([CH2:16][OH:17])[OH:18].[c:19]1([CH3:20])[cH:21][cH:22][c:23]([S:24]([OH:25])(=[O:26])=[O:27])[cH:28][cH:29]1.[c:1]1([CH2:11][C:12]([CH3:13])=[O:14])[cH:2][cH:3][c:4]([CH2:7][C:8]([CH3:9])=[O:10])[cH:5][cH:6]1.[cH:30]1[cH:31][cH:32][cH:33][cH:34][cH:35]1>>[c:1]1([CH2:11][C:12]2([CH3:13])[O:14][CH2:15][CH2:16][O:17]2)[cH:2][cH:3][c:4]([CH2:7][C:8]([CH3:9])=[O:10])[cH:5][cH:6]1. Reactants: C(C)(=O)NCC1CN(C1)C(C1=CC=CC=C1)C1=CC=CC=C1 (3-acetylaminomethyl-1-benzhydrylazetidine), Cl (hydrochloric acid). Reagents/catalysts: [OH-].[OH-].[Pd+2] (Pd(OH)2 on carbon). Solvent: C(C)O (ethanol). Conditions: time 3 hour. Yields the product Cl.C(C)(=O)NCC1CNC1 (3-acetylaminomethylazetidine hydrochloride). RXN SMILES: [C:1]([NH:4][CH2:5][CH:6]1[CH2:9][N:8](C(C2C=CC=CC=2)C2C=CC=CC=2)[CH2:7]1)(=[O:3])[CH3:2].[ClH:23]>[OH-].[OH-].[Pd+2].C(O)C>[ClH:23].[C:1]([NH:4][CH2:5][CH:6]1[CH2:9][NH:8][CH2:7]1)(=[O:3])[CH3:2] |f:2.3.4,6.7|. Procedure details: 19.5 g (0.0662 mol) of the compound obtained in stage c), 200 ml of 95% ethanol, 3.91 g of 20% Pd(OH)2 on carbon and 5.4 ml of concentrated hydrochloric acid are charged into a hydrogenation apparatus. They are placed under a hydrogen atmosphere and hydrogenated at ambient pressure, at 40° C., for 3 hours. After filtering, the filtrate is concentrated by evaporation at reduced pressure and the oily residue is taken up with benzene (2×50 ml) and then with acetone. The organic solvent is evaporate... The reactants are bis(tripheynlphosphine)palladium(II)dichloride, N[C@]1(C[C@@H](CC1)C1=CC=C(C=C1)Br)C(=O)OC ((1R,3R)-methyl 1-amino-3-(4-bromophenyl)cyclopentanecarboxylate), C([C@H](O)[C@@H](O)C(=O)O)(=O)O (L-tartaric acid), N1CCCCC1 (piperidine), COCCCCCC#C (7-methoxyhept-1-yne), COCCCCCC#C (7-methoxyhept-1-yne), O[C@@H](C(=O)O)[C@H](C(=O)O)O ((2R,3R)-2,3-dihydroxysuccinic acid). Reagents/catalysts: [Cu]I (copper (1) iodide). Solvent: CO (MeOH). Conditions: temperature 65 celsius, time 20 hour. Product: N[C@]1(C[C@@H](CC1)C1=CC=C(C=C1)C#CCCCCOC)C(=O)OC ((1R,3R)-methyl 1-amino-3-(4-(6-methoxyhex-1-ynyl)phenyl)cyclopentanecarboxylate), C([C@H](O)[C@@H](O)C(=O)O)(=O)O (L-tartaric acid). The yield is 97.0%. As a reaction SMILES: [NH2:1][C@:2]1([C:14]([O:16][CH3:17])=[O:15])[CH2:6][CH2:5][C@@H:4]([C:7]2[CH:12]=[CH:11][C:10](Br)=[CH:9][CH:8]=2)[CH2:3]1.[C:18]([OH:27])(=[O:26])[C@@H:19]([C@H:21]([C:23]([OH:25])=[O:24])[OH:22])[OH:20].N1CCCCC1.[CH3:34][O:35][CH2:36][CH2:37][CH2:38][CH2:39][CH2:40][C:41]#C>CO.[Cu]I>[NH2:1][C@:2]1([C:14]([O:16][CH3:17])=[O:15])[CH2:6][CH2:5][C@@H:4]([C:7]2[CH:12]=[CH:11][C:10]([C:41]#[C:40][CH2:39][CH2:38][CH2:37][CH2:36][O:35][CH3:34])=[CH:9][CH:8]=2)[CH2:3]1.[C:18]([OH:27])(=[O:26])[C@@H:19]([C@H:21]([C:23]([OH:25])=[O:24])[OH:22])[OH:20]. Procedure: A round bottomed flask was charged with copper (1) iodide (0.102 g, 0.536 mmol), bis(tripheynlphosphine)palladium(II)dichloride (1.128 g, 1.608 mmol), and (1R,3R)-methyl 1-amino-3-(4-bromophenyl)cyclopentanecarboxylate, 0.5 L-tartaric acid 2 (20 g, 53.6 mmol) (that had been free based by partitioning between EtOAc and saturated NaHCO3. The organic layer was separated, dried (NaSO4), filtered and concentrated) THF (150 mL) was added and the reaction mixture was purged with nitrogen. After 5 min p... Reactants: CC(=O)O, ClCCl, Cl, CC(C)Cn1c(N=CN(C)C)nc2ccc(-c3c(-c4ccccc4)nc(-c4c(F)cccc4F)n3C)nc21, [Na+], [OH-], O. Yields the product CC(C)Cn1c(N)nc2ccc(-c3c(-c4ccccc4)nc(-c4c(F)cccc4F)n3C)nc21. RXN SMILES: [CH3:39][C:40](=[O:41])[OH:42].[Cl:47][CH2:48][Cl:49].[ClH:43].[F:1][c:2]1[c:3](-[c:9]2[n:10][c:11](-[c:33]3[cH:34][cH:35][cH:36][cH:37][cH:38]3)[c:12](-[c:15]3[cH:16][cH:17][c:18]4[c:19]([n:20]3)[n:21]([CH2:29][CH:30]([CH3:31])[CH3:32])[c:22]([N:24]=[CH:25][N:26]([CH3:27])[CH3:28])[n:23]4)[n:13]2[CH3:14])[c:4]([F:8])[cH:5][cH:6][cH:7]1.[Na+:45].[OH-:44].[OH2:46]>>[F:1][c:2]1[c:3](-[c:9]2[n:10][c:11](-[c:33]3[cH:34][cH:35][cH:36][cH:37][cH:38]3)[c:12](-[c:15]3[cH:16][cH:17][c:18]4[c:19]([n:20]3)[n:21]([CH2:29][CH:30]([CH3:31])[CH3:32])[c:22]([NH2:24])[n:23]4)[n:13]2[CH3:14])[c:4]([F:8])[cH:5][cH:6][cH:7]1.